From a dataset of the Open Reaction Database (ORD), a public repository of structured organic reaction records. describe an organic reaction: reactants, conditions, products, and yield Reactants: O=C(OCC)CCCCC. The reagents and catalysts are N=1C(=CC=CC1C)C, O1C=2C=CC=3C=CC=CC3C2C4=C(OP1OC=5C=CC=6C=CC=CC6C5C7=C(O[Si](C(C)C)(C(C)C)C(C)C)C=CC=8C=CC=CC87)C=CC=9C=CC=CC94, O=C(NC1=CC=CC=C1C2=CN=CC=C2)NC3CCCCC3, O1B(OC(C)(C)C1(C)C)B2OC(C)(C)C(O2)(C)C, C[OH2+].C[OH2+].C1CC=CCCC=C1.C1CC=CCCC=C1.[Ir].[Ir]. The solvent is C=1C=CC(=CC1)C, O(C)C1CCCC1. Conditions: temperature 25 celsius, time 48 hour. Product: O=C(OCC)CCC(B1OC(C)(C)C(O1)(C)C)CC. Isolated yield 80.0%. Starting materials: BrC(Br)(Br)Br, CN(C)C=O, Cc1ccc(S(=O)(=O)n2ccc3c(CO)cccc32)cc1, c1ccc(P(c2ccccc2)c2ccccc2)cc1. Yields the product Cc1ccc(S(=O)(=O)n2ccc3c(CBr)cccc32)cc1. Reaction SMILES: [Br:41][C:42]([Br:43])([Br:44])[Br:45].[CH3:46][N:47]([CH3:48])[CH:49]=[O:50].[OH:20][CH2:21][c:22]1[c:23]2[cH:24][cH:25][n:26]([S:31](=[O:32])(=[O:33])[c:34]3[cH:35][cH:36][c:37]([CH3:38])[cH:39][cH:40]3)[c:27]2[cH:28][cH:29][cH:30]1.[c:1]1([P:2]([c:3]2[cH:4][cH:5][cH:6][cH:7][cH:8]2)[c:9]2[cH:10][cH:11][cH:12][cH:13][cH:14]2)[cH:15][cH:16][cH:17][cH:18][cH:19]1>>[CH2:21]([c:22]1[c:23]2[cH:24][cH:25][n:26]([S:31](=[O:32])(=[O:33])[c:34]3[cH:35][cH:36][c:37]([CH3:38])[cH:39][cH:40]3)[c:27]2[cH:28][cH:29][cH:30]1)[Br:41]. Reactants: CC(C)(C)[Si](C)(C)Cl (TBDMSCl), C1=CC=CCC1 (Cyclohexadiene), CN(C)CCN(C)C (TMEDA), [Li]C(C)CC (s-BuLi). Run in C1CCOC1 (THF), C1CCOC1 (THF). Yield: 77.5%. Conditions: temperature -45 celsius, time 1 hour. The product is C(C)(C)(C)[Si](C)(C)C1C=CCC=C1 (tert-butyl(cyclohexa-2,5-dien-1-yl)dimethylsilane). Reported procedure: 1,4,-Cyclohexadiene (3.76 mL, 40 mmol, 1 eq.) was dissolved in THF (64 mL) and cooled to −78° C. s-BuLi (40 mL, 44 mmol, 1.1 eq.) was added dropwise and the resulting suspension was treated with TMEDA (6.12 mL, 40 mmol, 1 eq.). The reaction mixture was allowed to warm to −45° C. over 2 hours, TBDMSCl (6.6 g, 44 mmol, 1.1 eq.) in THF (20 mL) was added dropwise and the reaction stirred at room temperature for 1 hour. The reaction was quenched with Et2O and H2O and then extracted with Et2O (3×100 m... Reaction SMILES: [CH:1]1[CH2:6][CH2:5][CH:4]=[CH:3][CH:2]=1.[Li]C(CC)C.CN(CCN(C)C)C.[CH3:20][C:21]([Si:24](Cl)([CH3:26])[CH3:25])([CH3:23])[CH3:22]>C1COCC1>[C:21]([Si:24]([CH:2]1[CH:1]=[CH:6][CH2:5][CH:4]=[CH:3]1)([CH3:26])[CH3:25])([CH3:23])([CH3:22])[CH3:20]. The reactants are Cc1ccccc1, O, O, OCCO, O=Cc1cc([N+](=O)[O-])ccc1O, Cc1ccc(S(=O)(=O)O)cc1. Yields the product O=[N+]([O-])c1ccc(O)c(C2OCCO2)c1. Reaction SMILES: [CH3:30][c:31]1[cH:32][cH:33][cH:34][cH:35][cH:36]1.[OH2:17].[OH2:29].[OH:13][CH2:14][CH2:15][OH:16].[OH:1][c:2]1[c:3]([CH:4]=[O:5])[cH:6][c:7]([N+:10](=[O:11])[O-:12])[cH:8][cH:9]1.[c:18]1([CH3:19])[cH:20][cH:21][c:22]([S:23]([OH:24])(=[O:25])=[O:26])[cH:27][cH:28]1>>[OH:1][c:2]1[c:3]([CH:4]2[O:5][CH2:15][CH2:14][O:13]2)[cH:6][c:7]([N+:10](=[O:11])[O-:12])[cH:8][cH:9]1.